Dataset: the Open Reaction Database (ORD), a public repository of structured organic reaction records. Task: describe an organic reaction: reactants, conditions, products, and yield Starting materials: O=C1C2=CC(=CC=C2C=2C=CC(=CC12)C(=O)Cl)C(=O)Cl (9-oxo-fluorene-2,7-dicarbonyl chloride), C(CCC)N(CCCO)CCCC (3-dibutylamino-1-propanol). Solvent: C(Cl)(Cl)Cl (chloroform). The product is Cl.Cl.C(CCC)N(CCCOC(=O)C1=CC=2C(C3=CC(=CC=C3C2C=C1)C(=O)OCCCN(CCCC)CCCC)=O)CCCC (bis [3-(dibutylamino)propyl]9-oxo-fluorene-2,7-dicarboxylate dihydrochloride). Reaction SMILES: [O:1]=[C:2]1[C:14]2[CH:13]=[C:12]([C:15]([Cl:17])=[O:16])[CH:11]=[CH:10][C:9]=2[C:8]2[C:3]1=[CH:4][C:5]([C:18](Cl)=[O:19])=[CH:6][CH:7]=2.[CH2:21]([N:25]([CH2:30][CH2:31][CH2:32][CH3:33])[CH2:26][CH2:27][CH2:28][OH:29])[CH2:22][CH2:23][CH3:24]>C(Cl)(Cl)Cl>[ClH:17].[ClH:17].[CH2:21]([N:25]([CH2:30][CH2:31][CH2:32][CH3:33])[CH2:26][CH2:27][CH2:28][O:29][C:18]([C:5]1[CH:6]=[CH:7][C:8]2[C:9]3[C:14](=[CH:13][C:12]([C:15]([O:29][CH2:28][CH2:27][CH2:26][N:25]([CH2:30][CH2:31][CH2:32][CH3:33])[CH2:21][CH2:22][CH2:23][CH3:24])=[O:16])=[CH:11][CH:10]=3)[C:2](=[O:1])[C:3]=2[CH:4]=1)=[O:19])[CH2:22][CH2:23][CH3:24] |f:3.4.5|. Reported procedure: A suspension of 30.5 g (0.10 mole) of 9-oxo-fluorene-2,7-dicarbonyl chloride in 1 liter of dry chloroform (ethanol free) is stirred and treated all at once with 37.5g (0.20 mole) of dry 3-dibutylamino-1-propanol causing a mildly exothermic reaction. The resulting mixture is stirred and refluxed for two hours, cooled to room temperature, filtered and the filtrate washed three times with 250 ml portions of a saturated sodium bicarbonate solution. The chloroform solution is washed with water and sa...